Dataset: the Open Reaction Database (ORD), a public repository of structured organic reaction records. Task: describe an organic reaction: reactants, conditions, products, and yield The reactants are C(C1=CC=CC=C1)OC1=CC=C(C=C1)C=CC(=O)C1=C(C(=C(C=C1)OCC1=CC=CC=C1)CC=C(C)C)O (4,4'-dibenzyloxy2'-hydroxy-3'-(3-methyl-2-butenyl)chalcone), [H][H] (hydrogen). The reagents and catalysts are [Pd] (palladium/carbon). Run in C(C)(=O)OCC (ethyl acetate). Run at time 6 hour. The product is OC1=C(C=CC(=C1CCC(C)C)O)C(CCC1=CC=C(C=C1)O)=O (1-(2,4-dihydroxy-3-isopentylphenyl)-3-(4-hydroxyphenyl)-1-propanone). Isolated yield 86.6%. As a reaction SMILES: C([O:8][C:9]1[CH:14]=[CH:13][C:12]([CH:15]=[CH:16][C:17]([C:19]2[CH:24]=[CH:23][C:22]([O:25]CC3C=CC=CC=3)=[C:21]([CH2:33][CH:34]=[C:35]([CH3:37])[CH3:36])[C:20]=2[OH:38])=[O:18])=[CH:11][CH:10]=1)C1C=CC=CC=1.[H][H]>[Pd].C(OCC)(=O)C>[OH:38][C:20]1[C:21]([CH2:33][CH2:34][CH:35]([CH3:36])[CH3:37])=[C:22]([OH:25])[CH:23]=[CH:24][C:19]=1[C:17](=[O:18])[CH2:16][CH2:15][C:12]1[CH:11]=[CH:10][C:9]([OH:8])=[CH:14][CH:13]=1. Procedure: Then, 21.03 g of the so-obtained 4,4'-dibenzyloxy2'-hydroxy-3'-(3-methyl-2-butenyl)chalcone was added to 200 ml of an ethyl acetate suspension of 7.01 g of 5% palladium/carbon, in which hydrogen had been adsorbed in advance, and the mixture was stirred at room temperature for 6 hours and hydrogen was absorbed. After the reaction, the suspension was filtered to remove the palladium/carbon, and the solvent was removed from the filtrate by distillation and the obtained residue was recrystallized fr... Reactants: C1(=NC=CC2=CC=CC=C12)C(C)(O)C=1N=CN(C1)C(C1=CC=CC=C1)(C1=CC=CC=C1)C1=CC=CC=C1 (1-Isoquinolin-1-yl-1-(1-trityl-1H-imidazol-4-yl)-ethanol), C(=O)(C(F)(F)F)O (TFA). Yields the product C1(=NC=CC2=CC=CC=C12)C(C)O (isoquinolin-1-yl ethanol). RXN SMILES: [C:1]1([C:11](C2N=CN(C(C3C=CC=CC=3)(C3C=CC=CC=3)C3C=CC=CC=3)C=2)([OH:13])[CH3:12])[C:10]2[C:5](=[CH:6][CH:7]=[CH:8][CH:9]=2)[CH:4]=[CH:3][N:2]=1.C(O)(C(F)(F)F)=O>>[C:1]1([CH:11]([OH:13])[CH3:12])[C:10]2[C:5](=[CH:6][CH:7]=[CH:8][CH:9]=2)[CH:4]=[CH:3][N:2]=1. Procedure details: 1-Isoquinolin-1-yl-1-(1-trityl-1H-imidazol-4-yl)-ethanol (Intermediate H3) was subjected to TFA: trifluoroacetic acid, Pd/C under hydrogen similar to the catalytic reduction procedure of Method D to remove the trityl group and produced 1-1H-imidazol-4-yl)-isoquinolin-1-yl ethanol (Intermediate H4). The reactants are C(C)OC(C=C(C)C1=CC2=C(O1)C(=CC=C2)C2=C(C(=CC(=C2)C(C)C)C(C)C)OCC)=O (3-[7-(2-ethoxy-3,5-diisopropylphenyl)-benzo[b]furan-2-yl]-but-2-enoic acid ethyl ester), C1CCOC1 (THF), [Li+].[OH-] (LiOH). The solvent is CO (methanol). Yields the product C(C)OC1=C(C=C(C=C1C(C)C)C(C)C)C1=CC=CC2=C1OC(=C2)C(=CC(=O)O)C (3-[7-(2-Ethoxy-3,5-diisopropylphenyl)-benzo[b]furan-2-yl]-but-2-enoic acid). As a reaction SMILES: C([O:3][C:4](=[O:32])[CH:5]=[C:6]([C:8]1[O:12][C:11]2[C:13]([C:17]3[CH:22]=[C:21]([CH:23]([CH3:25])[CH3:24])[CH:20]=[C:19]([CH:26]([CH3:28])[CH3:27])[C:18]=3[O:29][CH2:30][CH3:31])=[CH:14][CH:15]=[CH:16][C:10]=2[CH:9]=1)[CH3:7])C.C1COCC1.[Li+].[OH-]>CO>[CH2:30]([O:29][C:18]1[C:19]([CH:26]([CH3:28])[CH3:27])=[CH:20][C:21]([CH:23]([CH3:24])[CH3:25])=[CH:22][C:17]=1[C:13]1[C:11]2[O:12][C:8]([C:6]([CH3:7])=[CH:5][C:4]([OH:32])=[O:3])=[CH:9][C:10]=2[CH:16]=[CH:15][CH:14]=1)[CH3:31] |f:2.3|. Procedure details: A mixture of 0.450 mmol of 3-[7-(2-ethoxy-3,5-diisopropylphenyl)-benzo[b]furan-2-yl]-but-2-enoic acid ethyl ester, 3 mL of THF, 3 mL of methanol and 1 mL of LiOH (2N aqueous) was refluxed for 2 hours. After cooling at room temperature, the mixture was acidified to pH=2 and extracted with ethyl acetate. The organic layer was dried over MgSO4 and after evaporation of the solvents, the crude acid was recrystallized from acetonitrile. 3-[7-(2-Ethoxy-3,5-diisopropylphenyl)-benzo[b]furan-2-yl]-but-2-e... Reactants: CO, C#CCC1(c2ccc(Cl)cc2)OC(C)(C)OC1=O, [Na+], C1CCOC1, [OH-], O. Product: C#CCC(O)(C(=O)O)c1ccc(Cl)cc1. Reaction SMILES: [CH3:26][OH:27].[Cl:1][c:2]1[cH:3][cH:4][c:5]([C:8]2([CH2:16][C:17]#[CH:18])[C:9](=[O:15])[O:10][C:11]([CH3:13])([CH3:14])[O:12]2)[cH:6][cH:7]1.[Na+:20].[O:21]1[CH2:22][CH2:23][CH2:24][CH2:25]1.[OH-:19].[OH2:28]>>[Cl:1][c:2]1[cH:3][cH:4][c:5]([C:8]([C:9](=[O:10])[OH:15])([OH:12])[CH2:16][C:17]#[CH:18])[cH:6][cH:7]1. Reactants: CC(c1ccccc1)N1CC2(F)CCCC2(NC(=O)OC(C)(C)C)C1, C, CCO, [H][H], [Pd]. The product is CC(C)(C)OC(=O)NC12CCCC1(F)CNC2. As a reaction SMILES: [C:1]([CH3:2])([CH3:3])([CH3:4])[O:5][C:6](=[O:7])[NH:8][C:9]12[CH2:10][N:11]([CH:18]([c:19]3[cH:20][cH:21][cH:22][cH:23][cH:24]3)[CH3:25])[CH2:12][C:13]1([F:17])[CH2:14][CH2:15][CH2:16]2.[C:31].[CH3:28][CH2:29][OH:30].[H:26][H:27].[Pd:32]>>[C:1]([CH3:2])([CH3:3])([CH3:4])[O:5][C:6](=[O:7])[NH:8][C:9]12[CH2:10][NH:11][CH2:12][C:13]1([F:17])[CH2:14][CH2:15][CH2:16]2. Reactants: CCO, Nc1ncc(C(F)(F)F)cc1[N+](=O)[O-]. The product is Nc1cc(C(F)(F)F)cnc1N. As a reaction SMILES: [CH3:15][CH2:16][OH:17].[N+:1]([O-:2])(=[O:3])[c:4]1[c:5]([NH2:14])[n:6][cH:7][c:8]([C:10]([F:11])([F:12])[F:13])[cH:9]1>>[NH2:1][c:4]1[c:5]([NH2:14])[n:6][cH:7][c:8]([C:10]([F:11])([F:12])[F:13])[cH:9]1. Reactants: OC1=C(C=C2C(=NC=NC2=C1)OC=1C=C2C=C(NC2=CC1)C)OC (7-hydroxy-6-methoxy-4-(2-methylindol-5-yloxy)quinazoline), C([O-])([O-])=O.[K+].[K+] (potassium carbonate), C(Br)C1CO1 (epibromohydrin). The solvent is CN(C)C=O (DMF). Run at temperature 60 celsius, time 2 hour. Product: O1C(COC2=C(C=C3C(=NC=NC3=C2)OC=2C=C3C=C(NC3=CC2)C)OC)C1 (7-(2,3-epoxypropoxy)-6-methoxy-4-(2-methylindol-5-yloxy)quinazoline). Yield: 88.5%. RXN SMILES: [OH:1][C:2]1[CH:11]=[C:10]2[C:5]([C:6]([O:12][C:13]3[CH:14]=[C:15]4[C:19](=[CH:20][CH:21]=3)[NH:18][C:17]([CH3:22])=[CH:16]4)=[N:7][CH:8]=[N:9]2)=[CH:4][C:3]=1[O:23][CH3:24].C(=O)([O-])[O-].[K+].[K+].[CH2:31]([CH:33]1[O:35][CH2:34]1)Br>CN(C=O)C>[O:35]1[CH2:34][CH:33]1[CH2:31][O:1][C:2]1[CH:11]=[C:10]2[C:5]([C:6]([O:12][C:13]3[CH:14]=[C:15]4[C:19](=[CH:20][CH:21]=3)[NH:18][C:17]([CH3:22])=[CH:16]4)=[N:7][CH:8]=[N:9]2)=[CH:4][C:3]=1[O:23][CH3:24] |f:1.2.3|. Procedure: A mixture of 7-hydroxy-6-methoxy-4-(2-methylindol-5-yloxy)quinazoline (1.89 g, 5.90 mmol), (prepared as described in Example 49), potassium carbonate (2.43 g, 17.6 mmol) and epibromohydrin (1.61 g, 11.7 mmol) in DMF (40 ml) was stirred at 60° C. for 2 hours and allowed to cool to ambient temperature. The insoluble inorganic material was removed by filtration and the solvent was removed by evaporation. The residue was triturated with diethyl ether, filtered, washed with further diethyl ether and ...